This data is from the Open Reaction Database (ORD), a public repository of structured organic reaction records. The task is: describe an organic reaction: reactants, conditions, products, and yield The reactants are [BH4-], CC(=O)Nc1ccc2c(c1)CCCC2=O, Cc1ccccc1, CCOC(C)=O, CO, [Na+], Cc1ccc(S(=O)(=O)O)cc1. The product is CC(=O)Nc1ccc2c(c1)CCC=C2. As a reaction SMILES: [BH4-:1].[C:5]([CH3:6])(=[O:7])[NH:8][c:9]1[cH:10][c:11]2[c:16]([cH:17][cH:18]1)[C:15](=[O:19])[CH2:14][CH2:13][CH2:12]2.[CH3:31][c:32]1[cH:33][cH:34][cH:35][cH:36][cH:37]1.[CH3:38][CH2:39][O:40][C:41](=[O:42])[CH3:43].[CH3:3][OH:4].[Na+:2].[c:20]1([CH3:21])[cH:22][cH:23][c:24]([S:25]([OH:26])(=[O:27])=[O:28])[cH:29][cH:30]1>>[C:5]([CH3:6])(=[O:7])[NH:8][c:9]1[cH:10][c:11]2[c:16]([cH:17][cH:18]1)[CH:15]=[CH:14][CH2:13][CH2:12]2. Reactants: C(C)(C)(C)C1=CC(=C(C=N1)C=1N([C@]([C@](N1)(C)C1=CC=C(C=C1)Cl)(C)C1=CC=C(C=C1)Cl)C(=O)N1CCC(CC1)CC(=O)O)OCC ({1-[(4S,5R)-2-(6-tert-butyl-4-ethoxy-pyridin-3-yl)-4,5-bis-(4-chloro-phenyl)-4,5-dimethyl-4,5-dihydro-imidazole-1-carbonyl]-piperidin-4-yl}-acetic acid), CNCCC(C)C (n-methylisoamylamine). The product is C(C)(C)(C)C1=CC(=C(C=N1)C=1N([C@]([C@](N1)(C)C1=CC=C(C=C1)Cl)(C)C1=CC=C(C=C1)Cl)C(=O)N1CCC(CC1)CC(=O)N(CCC(C)C)C)OCC (2-{1-[(4S,5R)-2-(6-tert-Butyl-4-ethoxy-pyridin-3-yl)-4,5-bis-(4-chloro-phenyl)-4,5-dimethyl-4,5-dihydro-imidazole-1-carbonyl]-piperidin-4-yl}-N-methyl-N-(3-methyl-butyl)-acetamide). RXN SMILES: [C:1]([C:5]1[N:10]=[CH:9][C:8]([C:11]2[N:12]([C:32]([N:34]3[CH2:39][CH2:38][CH:37]([CH2:40][C:41]([OH:43])=O)[CH2:36][CH2:35]3)=[O:33])[C@@:13]([C:25]3[CH:30]=[CH:29][C:28]([Cl:31])=[CH:27][CH:26]=3)([CH3:24])[C@@:14]([C:17]3[CH:22]=[CH:21][C:20]([Cl:23])=[CH:19][CH:18]=3)([CH3:16])[N:15]=2)=[C:7]([O:44][CH2:45][CH3:46])[CH:6]=1)([CH3:4])([CH3:3])[CH3:2].[CH3:47][NH:48][CH2:49][CH2:50][CH:51]([CH3:53])[CH3:52]>>[C:1]([C:5]1[N:10]=[CH:9][C:8]([C:11]2[N:12]([C:32]([N:34]3[CH2:39][CH2:38][CH:37]([CH2:40][C:41]([N:48]([CH3:47])[CH2:49][CH2:50][CH:51]([CH3:53])[CH3:52])=[O:43])[CH2:36][CH2:35]3)=[O:33])[C@@:13]([C:25]3[CH:30]=[CH:29][C:28]([Cl:31])=[CH:27][CH:26]=3)([CH3:24])[C@@:14]([C:17]3[CH:22]=[CH:21][C:20]([Cl:23])=[CH:19][CH:18]=3)([CH3:16])[N:15]=2)=[C:7]([O:44][CH2:45][CH3:46])[CH:6]=1)([CH3:2])([CH3:3])[CH3:4]. Reported procedure: In a manner analogous to the method described in example 163, {1-[(4S,5R)-2-(6-tert-butyl-4-ethoxy-pyridin-3-yl)-4,5-bis-(4-chloro-phenyl)-4,5-dimethyl-4,5-dihydro-imidazole-1-carbonyl]-piperidin-4-yl}-acetic acid was reacted with n-methylisoamylamine (Matrix) to give the title product. LC-MS (ES+) 748 [(M+H)+]. The reactants are O=C(O)C(=O)O, C, CCO, COc1ccc(CC(C)NCC(O)c2ccccc2OCc2ccccc2)cc1, [Pd]. Product: COc1ccc(CC(C)NCC(O)c2ccccc2O)cc1. RXN SMILES: [C:1]([OH:2])(=[O:3])[C:4]([OH:5])=[O:6].[C:36].[CH3:38][CH2:39][OH:40].[CH3:7][CH:8]([CH2:9][c:10]1[cH:11][cH:12][c:13]([O:16][CH3:17])[cH:14][cH:15]1)[NH:18][CH2:19][CH:20]([c:21]1[c:22]([O:27][CH2:28][c:29]2[cH:30][cH:31][cH:32][cH:33][cH:34]2)[cH:23][cH:24][cH:25][cH:26]1)[OH:35].[Pd:37]>>[CH3:7][CH:8]([CH2:9][c:10]1[cH:11][cH:12][c:13]([O:16][CH3:17])[cH:14][cH:15]1)[NH:18][CH2:19][CH:20]([c:21]1[c:22]([OH:27])[cH:23][cH:24][cH:25][cH:26]1)[OH:35]. Reactants: NC(C(=O)N)(C(C)C)C (2-Amino-2,3-dimethylbutyramide), O1C=CC=2C1=NC1=C(C2)C(=O)OC1=O (furo[2,3-b]pyridine-5,6-dicarboxylic acid anhydride), CCOCC (ether). Solvent: O1CCCC1 (tetrahydrofuran). Conditions: time 16 hour. Product: C(N)(=O)C(C(C)C)(C)NC(=O)C1=C(C=C2C(=N1)OC=C2)C(=O)O (6-[(1-carbamoyl-1,2-dimethylpropyl)carbamoyl]furo[2,3-b]pyridine-5-carboxylic acid). The yield is 97.9%. RXN SMILES: [NH2:1][C:2]([CH3:9])([CH:6]([CH3:8])[CH3:7])[C:3]([NH2:5])=[O:4].[O:10]1[C:14]2=[N:15][C:16]3[C:22](=[O:23])[O:21][C:19](=[O:20])[C:17]=3[CH:18]=[C:13]2[CH:12]=[CH:11]1.CCOCC>O1CCCC1>[C:3]([C:2]([NH:1][C:22]([C:16]1[N:15]=[C:14]2[O:10][CH:11]=[CH:12][C:13]2=[CH:18][C:17]=1[C:19]([OH:21])=[O:20])=[O:23])([CH3:9])[CH:6]([CH3:8])[CH3:7])(=[O:4])[NH2:5]. Procedure details: 2-Amino-2,3-dimethylbutyramide (2.1 g, 0.016 mol) is added to a stirred suspension of furo[2,3-b]pyridine-5,6-dicarboxylic acid anhydride (3.0 g, 0.016 mol) in tetrahydrofuran (7.5 mL) and the mixture allowed to stir at room temperature for 16 hours. The reaction mixture is then stirred at 60° C. for one hour, cooled to room temperature, ether added, and the solid filtered off and dried to give 5 g of 6-[(1-carbamoyl-1,2-dimethylpropyl)carbamoyl]furo[2,3-b]pyridine-5-carboxylic acid mp 192°-196°... Starting materials: 2-dicyclohexyphosphino-2-(N,N-dimethylamino)biphenyl, BrC1=CC(=C(C(=C1)OC)NC(CC(C)(C)C)=O)OC (N-(4-bromo-2,6-dimethoxy phenyl)-3,3-dimethyl butanamide), C1NCCC2=CC=CC=C12 (1,2,3,4-tetrahydroisoquinoline), CC(C)([O-])C.[K+] (potassium tert-butoxide). Reagents/catalysts: C=1C=CC(=CC1)/C=C/C(=O)/C=C/C2=CC=CC=C2.C=1C=CC(=CC1)/C=C/C(=O)/C=C/C2=CC=CC=C2.[Pd] (bis(dibenzylidene acetone)palladium). Yields the product C1N(CCC2=CC=CC=C12)C1=CC(=C(C(=C1)OC)NC(CC(C)(C)C)=O)OC (N-[4-(3,4-Dihydro-1H-isoquinolin-2-yl)-2,6-dimethoxy-phenyl]-3,3-dimethyl-butanamide). Reaction SMILES: Br[C:2]1[CH:7]=[C:6]([O:8][CH3:9])[C:5]([NH:10][C:11](=[O:17])[CH2:12][C:13]([CH3:16])([CH3:15])[CH3:14])=[C:4]([O:18][CH3:19])[CH:3]=1.[CH2:20]1[C:29]2[C:24](=[CH:25][CH:26]=[CH:27][CH:28]=2)[CH2:23][CH2:22][NH:21]1.CC(C)([O-])C.[K+]>C1C=CC(/C=C/C(/C=C/C2C=CC=CC=2)=O)=CC=1.C1C=CC(/C=C/C(/C=C/C2C=CC=CC=2)=O)=CC=1.[Pd]>[CH2:20]1[C:29]2[C:24](=[CH:25][CH:26]=[CH:27][CH:28]=2)[CH2:23][CH2:22][N:21]1[C:2]1[CH:7]=[C:6]([O:8][CH3:9])[C:5]([NH:10][C:11](=[O:17])[CH2:12][C:13]([CH3:16])([CH3:15])[CH3:14])=[C:4]([O:18][CH3:19])[CH:3]=1 |f:2.3,4.5.6|. Procedure: Toluene (6 mL) was degassed with nitrogen for 15 min in a 10 mL of microwave tube, then N-(4-bromo-2,6-dimethoxy phenyl)-3,3-dimethyl butanamide (200 mg, 0.6 mmol) and 1,2,3,4-tetrahydroisoquinoline (96 mg, 0.72 mmol) was added, followed by potassium tert-butoxide (101 mg, 0.9 mmol), bis(dibenzylidene acetone)palladium (17 mg, 0.03 mmol), and 2-dicyclohexyphosphino-2-(N,N-dimethylamino)biphenyl (24 mg, 0.06 mmol). The reaction tube was sealed and reacted in microwave at 100° C. for 2 hours. The ... The reactants are ClC1=C(CBr)C=CC=C1 (2-chlorobenzyl bromide), C(=O)(OC)C1=C2C=3C(CCCC3NC2=CC=C1)=O (5-carbomethoxy-1,2-dihydro-9H-carbazol-4(3H)-one), resultant mixture. The solvent is C(C)(=O)OCC (ethyl acetate), CN(C)C=O (DMF). Run at time 5 minute. Yields the product ClC1=C(C=CC=C1)CN1C2=CC=CC(=C2C=2C(CCCC12)=O)C(=O)OC (9-[(2-chlorophenyl)methyl]-5-carbomethoxy-1,2-dihydrocarbazol-4(3H)-one). Yield: 53.5%. Reaction SMILES: [C:1]([C:5]1[CH:17]=[CH:16][CH:15]=[C:14]2[C:6]=1[C:7]1[C:8](=[O:18])[CH2:9][CH2:10][CH2:11][C:12]=1[NH:13]2)([O:3][CH3:4])=[O:2].[Cl:19][C:20]1[CH:27]=[CH:26][CH:25]=[CH:24][C:21]=1[CH2:22]Br>CN(C=O)C.C(OCC)(=O)C>[Cl:19][C:20]1[CH:27]=[CH:26][CH:25]=[CH:24][C:21]=1[CH2:22][N:13]1[C:12]2[CH2:11][CH2:10][CH2:9][C:8](=[O:18])[C:7]=2[C:6]2[C:14]1=[CH:15][CH:16]=[CH:17][C:5]=2[C:1]([O:3][CH3:4])=[O:2]. Procedure details: 40% Methanolic Triton B (2.42 mL, 5.3 mM) was slowly added dropwise to a solution of 5-carbomethoxy-1,2-dihydro-9H-carbazol-4(3H)-one (873.7 mg, 3.59 mM) in 10 mL of DMF at 25° C. After 5 minutes, 2-chlorobenzyl bromide (1.11 g, 5.39 mM) was added and the resultant mixture stirred at room temperature for 72 hours. The mixture was diluted with ethyl acetate, washed five times with H2O, once with saturated brine, dried over anhydrousmagnesium sulfate, filtered, and concentrated. The residue was pu...